This data is from the Open Reaction Database (ORD), a public repository of structured organic reaction records. The task is: describe an organic reaction: reactants, conditions, products, and yield Reactants: Cl, CCN1CCC(O)(c2cccc(C(F)(F)F)c2F)CC1. The product is CCN1CC=C(c2cccc(C(F)(F)F)c2F)CC1. Reaction SMILES: [ClH:21].[F:1][c:2]1[c:3]([C:12]2([OH:20])[CH2:13][CH2:14][N:15]([CH2:18][CH3:19])[CH2:16][CH2:17]2)[cH:4][cH:5][cH:6][c:7]1[C:8]([F:9])([F:10])[F:11]>>[F:1][c:2]1[c:3]([C:12]2=[CH:13][CH2:14][N:15]([CH2:18][CH3:19])[CH2:16][CH2:17]2)[cH:4][cH:5][cH:6][c:7]1[C:8]([F:9])([F:10])[F:11]. The reactants are C([O-])([O-])=O.[Na+].[Na+] (sodium carbonate), Cl (hydrochloric acid), ClC1=C(C=NC2=CC(=C(C=C12)OC)OC)C#N (4-chloro-6,7-dimethoxy-quinolin-3-carbonitrile), NC1=C2C=CC=NC2=C(C=C1)O (5-amino-8-hydroxyquinoline), C(C)OC(C)O (ethoxyethanol). The solvent is N1=CC=CC=C1 (pyridine), O (water). The product is OC=1C=CC(=C2C=CC=NC12)NC1=C(C=NC2=CC(=C(C=C12)OC)OC)C#N (4-(8-hydroxy-quinolin-5-ylamino)-6,7-dimethoxy-quinoline-3-carbonitrile). Isolated yield 56.3%. Reaction SMILES: Cl[C:2]1[C:11]2[C:6](=[CH:7][C:8]([O:14][CH3:15])=[C:9]([O:12][CH3:13])[CH:10]=2)[N:5]=[CH:4][C:3]=1[C:16]#[N:17].[NH2:18][C:19]1[CH:28]=[CH:27][C:26]([OH:29])=[C:25]2[C:20]=1[CH:21]=[CH:22][CH:23]=[N:24]2.C(OC(O)C)C.C(=O)([O-])[O-].[Na+].[Na+].Cl>O.N1C=CC=CC=1>[OH:29][C:26]1[CH:27]=[CH:28][C:19]([NH:18][C:2]2[C:11]3[C:6](=[CH:7][C:8]([O:14][CH3:15])=[C:9]([O:12][CH3:13])[CH:10]=3)[N:5]=[CH:4][C:3]=2[C:16]#[N:17])=[C:20]2[C:25]=1[N:24]=[CH:23][CH:22]=[CH:21]2 |f:3.4.5|. Reported procedure: A mixture of 0.249 g of 4-chloro-6,7-dimethoxy-quinolin-3-carbonitrile, 0.233 g of 5-amino-8-hydroxyquinoline dihydrocholride, 0.158 g of pyridine, and 10 ml of ethoxyethanol was stirred under nitrogen, at reflux temperature for 2 hours. The mixture was cooled and added to 40 ml of water. To this mixture was added sodium carbonate and concentrated hydrochloric acid to adjust pH to 7. The product was collected, washed with water, and dried to give 0.210 g of 4-(8-hydroxy-quinolin-5-ylamino)-6,7-d... Starting materials: [N+](=O)([O-])C1=CC=C(C=O)C=C1 (p-nitrobenzaldehyde), P(OCC)(OCC)[O-] (diethyl phosphite), MgO. Run in C1CCOC1 (THF). Reaction conditions: time 5 day. Product: [N+](=O)([O-])C1=CC=C(C=C1)C(O)P(OCC)(OCC)=O (diethyl [(4-nitrophenyl)(hydroxy)methyl]phosphonate). Isolated yield 78.3%. RXN SMILES: [N+:1]([C:4]1[CH:11]=[CH:10][C:7]([CH:8]=[O:9])=[CH:6][CH:5]=1)([O-:3])=[O:2].[P:12]([O-:19])([O:16][CH2:17][CH3:18])[O:13][CH2:14][CH3:15]>C1COCC1>[N+:1]([C:4]1[CH:5]=[CH:6][C:7]([CH:8]([P:12](=[O:19])([O:16][CH2:17][CH3:18])[O:13][CH2:14][CH3:15])[OH:9])=[CH:10][CH:11]=1)([O-:3])=[O:2]. Procedure details: A mixture of p-nitrobenzaldehyde (3.022 g, 20 mmol), diethyl phosphite (2.762 g, 20 mmol), and MgO (2.0 g, 49.6 mmol) in THF (30 mL) was stirred at room temperature for 5 days. The reaction mixture was filtered, the filtrate was concentrated, and residue was purified by silica gel chromatography (EtOAc/hexanes: 1:4) to give 4.53 g of diethyl [(4-nitrophenyl)(hydroxy)methyl]phosphonate (yield: 78%). 1H NMR (CDCl3, 400 MHz): δ=1.27 (m, 6 H), 4.08-4.18 (m, 4 H), 5.18 (d, J=12.0 Hz, 1 H), 7.67-7.70 ... Reaction SMILES: [CH3:24][NH:25][CH3:26].[CH3:27][C:28](=[O:29])[OH:30].[CH3:31][N:32]([CH3:33])[CH:34]=[O:35].[Cl:1][c:2]1[c:3]([O:4][CH2:5][CH2:6][CH2:7][CH2:8][CH2:9][C:10](=[O:11])[OH:12])[cH:13][cH:14][c:15]([C:18]([CH2:19][CH2:20][CH3:21])=[O:22])[c:16]1[Cl:17].[ClH:23].[OH2:36]>>[Cl:1][c:2]1[c:3]([O:4][CH2:5][CH2:6][CH2:7][CH2:8][CH2:9][C:10](=[O:11])[OH:12])[cH:13][cH:14][c:15]([C:18]([C:19]([CH2:20][CH3:21])=[CH2:24])=[O:22])[c:16]1[Cl:17]. Reactants: CNC, CC(=O)O, CN(C)C=O, CCCC(=O)c1ccc(OCCCCCC(=O)O)c(Cl)c1Cl, Cl, O. The product is C=C(CC)C(=O)c1ccc(OCCCCCC(=O)O)c(Cl)c1Cl.